From a dataset of the Open Reaction Database (ORD), a public repository of structured organic reaction records. describe an organic reaction: reactants, conditions, products, and yield Starting materials: C1(CCCCC1)C1=CC=C(C=C1)O (4-cyclohexyl-phenol), C1[C@@H](O1)CCl (R-epichlorohydrin). The product is C1(CCCCC1)C1=CC=C(OC[C@H]2OC2)C=C1 ((S)-2-(4-Cyclohexyl-phenoxymethyl)-oxirane). As a reaction SMILES: [CH:1]1([C:7]2[CH:12]=[CH:11][C:10]([OH:13])=[CH:9][CH:8]=2)[CH2:6][CH2:5][CH2:4][CH2:3][CH2:2]1.[CH2:14]1[O:16][C@H:15]1[CH2:17]Cl>>[CH:1]1([C:7]2[CH:8]=[CH:9][C:10]([O:13][CH2:17][C@@H:15]3[CH2:14][O:16]3)=[CH:11][CH:12]=2)[CH2:2][CH2:3][CH2:4][CH2:5][CH2:6]1. Reported procedure: The title compound was prepared from 4-cyclohexyl-phenol and R-epichlorohydrin employing the procedures as set forth in Step 1 of Example 1. Procedure details: Iron powder (28.8 mg) was added to a solution of ethyl 1-(1,4-dioxepan-6-yl)-5-[4-(2-methoxy-3,5-dimethylpyridin-4-yl)-2-nitrophenyl]-1H-pyrazole-4-carboxylate (64 mg) in acetic acid (2 mL)-water (0.1 mL), and the reaction mixture was stirred at 80° C. for 2.5 hours in a nitrogen atmosphere. The reaction mixture was returned to room temperature, and ethyl acetate (10 mL) was added to the reaction mixture. The insoluble matter was removed by filtration through Celite™. The filtrate was concentrat... Yields the product O1CCOCC(C1)N1N=CC=2C(NC=3C=C(C=CC3C21)C2=C(C(=NC=C2C)OC)C)=O (1-(1,4-dioxepan-6-yl)-7-(2-methoxy-3,5-dimethylpyridin-4-yl)-1H-pyrazolo[4,3-c]quinolin-4(5H)-one). Run at temperature 80 celsius, time 2.5 hour. Isolated yield 53.7%. Reagents/catalysts: [Fe] (Iron). The reactants are O1CCOCC(C1)N1N=CC(=C1C1=C(C=C(C=C1)C1=C(C(=NC=C1C)OC)C)[N+](=O)[O-])C(=O)OCC (ethyl 1-(1,4-dioxepan-6-yl)-5-[4-(2-methoxy-3,5-dimethylpyridin-4-yl)-2-nitrophenyl]-1H-pyrazole-4-carboxylate), O (water), C(C)(=O)OCC (ethyl acetate). Reaction SMILES: [O:1]1[CH2:7][CH:6]([N:8]2[C:12]([C:13]3[CH:18]=[CH:17][C:16]([C:19]4[C:24]([CH3:25])=[CH:23][N:22]=[C:21]([O:26][CH3:27])[C:20]=4[CH3:28])=[CH:15][C:14]=3[N+:29]([O-])=O)=[C:11]([C:32]([O:34]CC)=O)[CH:10]=[N:9]2)[CH2:5][O:4][CH2:3][CH2:2]1.O.C(OCC)(=O)C>C(O)(=O)C.[Fe]>[O:4]1[CH2:5][CH:6]([N:8]2[C:12]3[C:13]4[CH:18]=[CH:17][C:16]([C:19]5[C:24]([CH3:25])=[CH:23][N:22]=[C:21]([O:26][CH3:27])[C:20]=5[CH3:28])=[CH:15][C:14]=4[NH:29][C:32](=[O:34])[C:11]=3[CH:10]=[N:9]2)[CH2:7][O:1][CH2:2][CH2:3]1. Solvent: C(C)(=O)O (acetic acid). Reactants: C(CCC)N1C(C=2NC=3C=CC=CC3C2C1)=O (2-n-Butyl-1,4-dihydropyrrolo[3,4-b]indol-3(2H)-one). Run in O1CCCC1 (tetrahydrofuran), O1CCCC1 (tetrahydrofuran). Yields the product C(CCC)N1CC=2NC=3C=CC=CC3C2C1 (2-n-butyl-1,2,3,4-tetrahydropyrrolo[3,4-b]indole). As a reaction SMILES: [CH2:1]([N:5]1[CH2:16][C:15]2[C:14]3[CH:13]=[CH:12][CH:11]=[CH:10][C:9]=3[NH:8][C:7]=2[C:6]1=O)[CH2:2][CH2:3][CH3:4]>O1CCCC1>[CH2:1]([N:5]1[CH2:16][C:15]2[C:14]3[CH:13]=[CH:12][CH:11]=[CH:10][C:9]=3[NH:8][C:7]=2[CH2:6]1)[CH2:2][CH2:3][CH3:4]. Procedure details: 2-n-Butyl-1,4-dihydropyrrolo[3,4-b]indol-3(2H)-one, 20 g., in dry tetrahydrofuran, 400 ml., is added slowly to a slurry of LiAl H4, 14 g., in tetrahydrofuran, 250 ml. After refluxing twenty hours, the reaction mixture is hydrolyzed with 30 ml. of water, and filtered. After the solvent is removed, one obtains 20.1 g. of a reddish-brown solid. Recrystallization from methanol, 200 ml., gives 11 g. of the title compound, m.p. 151°-2°. The reactants are C(#N)C1CN2CCC1CC2 (3-cyanoquinuclidine), [H-].[H-].[H-].[H-].[Li+].[Al+3] (LiAlH4), O (water), [OH-].[Na+] (NaOH), O (water). The solvent is C1CCOC1 (THF). Yields the product NCC1CN2CCC1CC2 ((±) 3-Aminomethyl quinuclidine), D1. As a reaction SMILES: [C:1]([CH:3]1[CH:8]2[CH2:9][CH2:10][N:5]([CH2:6][CH2:7]2)[CH2:4]1)#[N:2].[H-].[H-].[H-].[H-].[Li+].[Al+3].O.[OH-].[Na+]>C1COCC1>[NH2:2][CH2:1][CH:3]1[CH:8]2[CH2:9][CH2:10][N:5]([CH2:6][CH2:7]2)[CH2:4]1 |f:1.2.3.4.5.6,8.9|. Procedure details: A solution of 3-cyanoquinuclidine (3.0g) was added to a stirred suspension of LiAlH4 (1.1g) in dry THF (250ml) and the reaction heated to reflux for 3h. On cooling the reaction, water (1ml), 2.5N NaOH solution (1.5ml) and then water (2.5ml) were added carefully and the solids removed by filtration. Evaporation of the filtrate gave the title compound, D1 (3.1g) as an oil. Starting materials: CNC(C=C1N2C(SC1)=C(C(C2)C)C(=O)OC(C)C)=O (N-methyl-(7-isopropoxycarbonyl-6-methyl-2,3,5,6-tetrahydropyrrolo[2,1-b]thiazol-3-ylidene)acetamide), C(O)([O-])=O.[Na+] (sodium hydrogencarbonate), C(Cl)(Cl)Cl (chloroform), ClC=1C(C(=C(C(C1Cl)=O)C#N)C#N)=O (2,3-dichloro-5,6-dicyano-parabenzoquinone). The solvent is O (water), O1CCCC1 (tetrahydrofuran). Run at time 0.5 hour. Yields the product CNC(C=C1N2C(SC1)=C(C(=C2)C)C(=O)OC(C)C)=O (N-Methyl-(7-isopropoxycarbonyl-6-methyl-2,3-dihydropyrrolo-[2,1-b]thiazol-3-ylidene)acetamide). Yield: 82.3%. Reaction SMILES: [CH3:1][NH:2][C:3](=[O:20])[CH:4]=[C:5]1[CH2:9][S:8][C:7]2=[C:10]([C:14]([O:16][CH:17]([CH3:19])[CH3:18])=[O:15])[CH:11]([CH3:13])[CH2:12][N:6]12.C(Cl)(Cl)Cl.ClC1C(=O)C(C#N)=C(C#N)C(=O)C=1Cl.C(=O)([O-])O.[Na+]>O.O1CCCC1>[CH3:1][NH:2][C:3](=[O:20])[CH:4]=[C:5]1[CH2:9][S:8][C:7]2=[C:10]([C:14]([O:16][CH:17]([CH3:18])[CH3:19])=[O:15])[C:11]([CH3:13])=[CH:12][N:6]12 |f:3.4|. Reported procedure: 15.3 g of N-methyl-(7-isopropoxycarbonyl-6-methyl-2,3,5,6-tetrahydropyrrolo[2,1-b]thiazol-3-ylidene)acetamide was dissolved in a solvent mixture comprising 300 ml of chloroform and 120 ml of tetrahydrofuran. Then 11.7 g of 2,3-dichloro-5,6-dicyano-parabenzoquinone was added thereto under stirring and cooling with cold water. After 0.5 hour, a saturated aqueous solution of sodium hydrogencarbonate was added thereto. After stirring, the insoluble matters were filtered off with the use of celite an... The reactants are C(CCCCC(=O)O)(=O)O (adipic acid), C(C)O (ethanol), CN(CCCN1CCC2=CC(=C(C=C2CC1=O)OC)OC)C[C@H]3CC4=C3C=C(C(=C4)OC)OC (ivabradine). Run in ClCCl (dichloromethane). Yields the product CN(CCCN1CCC2=CC(=C(C=C2CC1=O)OC)OC)C[C@H]3CC4=C3C=C(C(=C4)OC)OC.C(CCCCC(=O)[O-])(=O)[O-] (ivabradine adipate). As a reaction SMILES: [C:1]([OH:10])(=[O:9])[CH2:2][CH2:3][CH2:4][CH2:5][C:6]([OH:8])=[O:7].C(O)C.[CH3:14][N:15]([CH2:35][C@@H:36]1[C:39]2[CH:40]=[C:41]([O:46][CH3:47])[C:42]([O:44][CH3:45])=[CH:43][C:38]=2[CH2:37]1)[CH2:16][CH2:17][CH2:18][N:19]1[C:29](=[O:30])[CH2:28][C:27]2[C:22](=[CH:23][C:24]([O:33][CH3:34])=[C:25]([O:31][CH3:32])[CH:26]=2)[CH2:21][CH2:20]1>ClCCl>[CH3:14][N:15]([CH2:35][C@@H:36]1[C:39]2[CH:40]=[C:41]([O:46][CH3:47])[C:42]([O:44][CH3:45])=[CH:43][C:38]=2[CH2:37]1)[CH2:16][CH2:17][CH2:18][N:19]1[C:29](=[O:30])[CH2:28][C:27]2[C:22](=[CH:23][C:24]([O:33][CH3:34])=[C:25]([O:31][CH3:32])[CH:26]=2)[CH2:21][CH2:20]1.[C:1]([O-:10])(=[O:9])[CH2:2][CH2:3][CH2:4][CH2:5][C:6]([O-:8])=[O:7] |f:4.5|. Procedure: Ivabradine adipate can be obtained by adding adipic acid, e.g. about one equivalent, in a suitable solvent, such as ethanol, to a solution of ivabradine in a suitable solvent, such as dichloromethane. Crystalline ivabradine adipate product can be obtained by removal of the solvent, e.g. under vacuum at about 40° C. Crystalline ivabradine adipate can also be obtained by adding a solution of adipic acid in water to a solution of ivabradine in ethanol, and removal of the solvent.